From a dataset of the Open Reaction Database (ORD), a public repository of structured organic reaction records. describe an organic reaction: reactants, conditions, products, and yield Reactants: CC(=O)CC(C)C, O=c1[nH]c2ccccc2n1CCCl, Cl, O=C(CC1CCNCC1)c1ccc(F)cc1, [I-], [K+], [Na+], [Na+], O=C([O-])[O-], O. The product is O=C(CC1CCN(CCn2c(=O)[nH]c3ccccc32)CC1)c1ccc(F)cc1. As a reaction SMILES: [CH3:40][CH:41]([CH3:42])[CH2:43][C:44](=[O:45])[CH3:46].[Cl:1][CH2:2][CH2:3][n:4]1[c:5](=[O:13])[nH:6][c:7]2[c:8]1[cH:9][cH:10][cH:11][cH:12]2.[ClH:14].[F:15][c:16]1[cH:17][cH:18][c:19]([C:22]([CH2:23][CH:24]2[CH2:25][CH2:26][NH:27][CH2:28][CH2:29]2)=[O:30])[cH:20][cH:21]1.[I-:38].[K+:37].[Na+:31].[Na+:32].[O-:33][C:34](=[O:35])[O-:36].[OH2:39]>>[CH2:2]([CH2:3][n:4]1[c:5](=[O:13])[nH:6][c:7]2[c:8]1[cH:9][cH:10][cH:11][cH:12]2)[N:27]1[CH2:26][CH2:25][CH:24]([CH2:23][C:22]([c:19]2[cH:18][cH:17][c:16]([F:15])[cH:21][cH:20]2)=[O:30])[CH2:29][CH2:28]1. Product: C1(=CC=CC=C1)[C@H](C)NC1=NC=CC(=N1)N1C=NC2=C1C=CC(=C2)C2=CC(=CC=C2)N (2-[(S)-1-Phenylethylamino]-4-[5-(3-aminophenyl)benzimidazol-1-yl]pyrimidine). Reported procedure: The title compound was prepared according to the procedure described in EXAMPLE 397, starting from 2-[(S)-1-Phenylethylamino]-4-[5-iodobenzimidazol-1-yl]pyrimidine and 3-aminophenyl boronic acid. Mass spectrum (ESI) 407.2 (M+1) Starting materials: C1(=CC=CC=C1)[C@H](C)NC1=NC=CC(=N1)N1C=NC2=C1C=CC(=C2)I (2-[(S)-1-Phenylethylamino]-4-[5-iodobenzimidazol-1-yl]pyrimidine), NC=1C=C(C=CC1)B(O)O (3-aminophenyl boronic acid). RXN SMILES: [C:1]1([C@@H:7]([NH:9][C:10]2[N:15]=[C:14]([N:16]3[C:20]4[CH:21]=[CH:22][C:23](I)=[CH:24][C:19]=4[N:18]=[CH:17]3)[CH:13]=[CH:12][N:11]=2)[CH3:8])[CH:6]=[CH:5][CH:4]=[CH:3][CH:2]=1.[NH2:26][C:27]1[CH:28]=[C:29](B(O)O)[CH:30]=[CH:31][CH:32]=1>>[C:1]1([C@@H:7]([NH:9][C:10]2[N:15]=[C:14]([N:16]3[C:20]4[CH:21]=[CH:22][C:23]([C:31]5[CH:30]=[CH:29][CH:28]=[C:27]([NH2:26])[CH:32]=5)=[CH:24][C:19]=4[N:18]=[CH:17]3)[CH:13]=[CH:12][N:11]=2)[CH3:8])[CH:6]=[CH:5][CH:4]=[CH:3][CH:2]=1.